From a dataset of the Open Reaction Database (ORD), a public repository of structured organic reaction records. describe an organic reaction: reactants, conditions, products, and yield Reactants: O (Water), O1C(CCCC1)OC1=CC=CC=2NC(OC21)=O (7-(tetrahydropyran-2-yloxy)-2(3H)-benzoxazolone), C([O-])([O-])=O.[K+].[K+] (potassium carbonate), CI (methyl iodide). Run in CN(C=O)C (dimethylformamide). Reaction conditions: time 3 hour. The product is CN1C(OC2=C1C=CC=C2OC2OCCCC2)=O (3-methyl-7-(tetrahydropyran-2-yloxy)-2(3H)-benzoxazolone). Isolated yield 94.1%. Reaction SMILES: [O:1]1[CH2:6][CH2:5][CH2:4][CH2:3][CH:2]1[O:7][C:8]1[C:16]2[O:15][C:14](=[O:17])[NH:13][C:12]=2[CH:11]=[CH:10][CH:9]=1.[C:18](=O)([O-])[O-].[K+].[K+].CI.O>CN(C)C=O>[CH3:18][N:13]1[C:12]2[CH:11]=[CH:10][CH:9]=[C:8]([O:7][CH:2]3[CH2:3][CH2:4][CH2:5][CH2:6][O:1]3)[C:16]=2[O:15][C:14]1=[O:17] |f:1.2.3|. Procedure details: To a suspension of 7-(tetrahydropyran-2-yloxy)-2(3H)-benzoxazolone (300 mg) and potassium carbonate (529 mg) in dimethylformamide (3 ml) was added methyl iodide at ambient temperature, and the mixture was stirred for 3 hours under nitrogen atmosphere. Water was added to the reaction mixture, and the resulting precipitates were collected by filtration to give 3-methyl-7-(tetrahydropyran-2-yloxy)-2(3H)-benzoxazolone (299 mg). Reactants: COC(=C(C(F)(F)F)C(F)(F)F)F (heptafluoroisobutenyl methyl ether), O=[O+][O-] (ozone), O=O (oxygen). The solvent is [Cl-].[Na+].O (brine). Reaction conditions: time 18 minute. The product is COC1(C(C(F)(F)F)(O1)C(F)(F)F)F (perfluoro(2-methyl-1,2-epoxypropyl) methyl ether). Isolated yield 36.5%. RXN SMILES: [CH3:1][O:2][C:3]([F:13])=[C:4]([C:9]([F:12])([F:11])[F:10])[C:5]([F:8])([F:7])[F:6].[O:14]=[O+][O-].O=O>[Cl-].[Na+].O>[CH3:1][O:2][C:3]1([F:13])[O:14][C:4]1([C:5]([F:7])([F:6])[F:8])[C:9]([F:12])([F:10])[F:11] |f:3.4.5|. Reported procedure: 200 g (0.88 moles) of heptafluoroisobutenyl methyl ether (purity: 93%) was charged into a three-necked flask having a capacity of 300 ml, provided with a Dimroth condenser, a stirrer and a gas feed tube, and a brine at -20° C. was passed through the Dimroth condenser. About 340 liters of ozone-containing oxygen gas (ozone concentration: 125 mg/liter) was bubbled through the ether Compound at 0° C. with stirring over 11 hours 18 minutes (total ozone amount: about 0.88 moles). After the reaction, ... The reactants are N#CCNC(=O)C1CCCCC1NC(=O)c1cc2ccc(O)cc2[nH]1, CN1CCN(CCO)CC1, ClCCl, CCOC(=O)N=NC(=O)OCC, c1ccc(P(c2ccccc2)c2ccccc2)cc1. The product is CN1CCN(CCOc2ccc3cc(C(=O)NC4CCCCC4C(=O)NCC#N)[nH]c3c2)CC1. As a reaction SMILES: [C:1](#[N:2])[CH2:3][NH:4][C:5](=[O:6])[CH:7]1[CH:8]([NH:13][C:14](=[O:15])[c:16]2[nH:17][c:18]3[cH:19][c:20]([OH:25])[cH:21][cH:22][c:23]3[cH:24]2)[CH2:9][CH2:10][CH2:11][CH2:12]1.[CH3:26][N:27]1[CH2:28][CH2:29][N:30]([CH2:33][CH2:34][OH:35])[CH2:31][CH2:32]1.[Cl:67][CH2:68][Cl:69].[O:55]=[C:56]([O:57][CH2:58][CH3:59])[N:60]=[N:61][C:62]([O:63][CH2:64][CH3:65])=[O:66].[c:36]1([P:37]([c:38]2[cH:39][cH:40][cH:41][cH:42][cH:43]2)[c:44]2[cH:45][cH:46][cH:47][cH:48][cH:49]2)[cH:50][cH:51][cH:52][cH:53][cH:54]1>>[C:1](#[N:2])[CH2:3][NH:4][C:5](=[O:6])[CH:7]1[CH:8]([NH:13][C:14](=[O:15])[c:16]2[nH:17][c:18]3[cH:19][c:20]([O:25][CH2:34][CH2:33][N:30]4[CH2:29][CH2:28][N:27]([CH3:26])[CH2:32][CH2:31]4)[cH:21][cH:22][c:23]3[cH:24]2)[CH2:9][CH2:10][CH2:11][CH2:12]1. The reactants are CCOC(=O)c1cc(Br)nc2[nH]ncc12, BrC1CCOCC1, CC#N, [K+], [K+], O=C([O-])[O-]. Product: CCOC(=O)c1cc(Br)nc2c1cnn2C1CCOCC1. Reaction SMILES: [Br:1][c:2]1[cH:3][c:4]([C:11](=[O:12])[O:13][CH2:14][CH3:15])[c:5]2[c:6]([n:7]1)[nH:8][n:9][cH:10]2.[Br:22][CH:23]1[CH2:24][CH2:25][O:26][CH2:27][CH2:28]1.[CH3:29][C:30]#[N:31].[K+:16].[K+:17].[O-:18][C:19]([O-:20])=[O:21]>>[Br:1][c:2]1[cH:3][c:4]([C:11](=[O:12])[O:13][CH2:14][CH3:15])[c:5]2[c:6]([n:7]1)[n:8]([CH:23]1[CH2:24][CH2:25][O:26][CH2:27][CH2:28]1)[n:9][cH:10]2. Reactants: CCOC(=O)c1cocc1C(=O)OCC, CCO, [K+], [OH-]. The product is CCOC(=O)c1cocc1C(=O)O. RXN SMILES: [CH2:1]([CH3:2])[O:3][C:4](=[O:5])[c:6]1[cH:7][o:8][cH:9][c:10]1[C:11](=[O:12])[O:13][CH2:14][CH3:15].[CH3:18][CH2:19][OH:20].[K+:17].[OH-:16]>>[O:3]=[C:4]([OH:5])[c:6]1[cH:7][o:8][cH:9][c:10]1[C:11](=[O:12])[O:13][CH2:14][CH3:15].